From a dataset of the Open Reaction Database (ORD), a public repository of structured organic reaction records. describe an organic reaction: reactants, conditions, products, and yield Reactants: C(=O)(O)[C@H](C(C)C)N(CC1=CC=C(C=C1)C1=C(C=CC=C1)C1=NN=NN1)C(CCCC)=O ((S)-N-(1-carboxy-2-methyl-prop-1-yl)-N-pentanoyl-N-[2′-(1H-tetrazol-5-yl)-biphenyl-4-ylmethyl]-amine), [OH-].[Mg+2].[OH-] (magnesium hydroxide), CO (methanol). The solvent is O (water). Reaction conditions: time 2 hour. The product is [Mg].C(=O)(O)[C@H](C(C)C)N(CC1=CC=C(C=C1)C1=C(C=CC=C1)C1=NN=NN1)C(CCCC)=O ((S)-N-(1-carboxy-2-methyl-prop-1-yl)-N-pentanoyl-N-[2′-(1H-tetrazol-5-yl)-biphenyl-4-ylmethyl]-amine magnesium salt). Reaction SMILES: [C:1]([C@@H:4]([N:8]([C:27](=[O:32])[CH2:28][CH2:29][CH2:30][CH3:31])[CH2:9][C:10]1[CH:15]=[CH:14][C:13]([C:16]2[CH:21]=[CH:20][CH:19]=[CH:18][C:17]=2[C:22]2[NH:26][N:25]=[N:24][N:23]=2)=[CH:12][CH:11]=1)[CH:5]([CH3:7])[CH3:6])([OH:3])=[O:2].[OH-].[Mg+2:34].[OH-].CO>O>[Mg:34].[C:1]([C@@H:4]([N:8]([C:27](=[O:32])[CH2:28][CH2:29][CH2:30][CH3:31])[CH2:9][C:10]1[CH:11]=[CH:12][C:13]([C:16]2[CH:21]=[CH:20][CH:19]=[CH:18][C:17]=2[C:22]2[NH:23][N:24]=[N:25][N:26]=2)=[CH:14][CH:15]=1)[CH:5]([CH3:6])[CH3:7])([OH:3])=[O:2] |f:1.2.3,6.7|. Procedure: 5 g of (S)-N-(1-carboxy-2-methyl-prop-1-yl)-N-pentanoyl-N-[2′-(1H-tetrazol-5-yl)-biphenyl-4-ylmethyl]-amine are added to a suspension of 0.666 g of magnesium hydroxide in 20 ml of water. 40 ml of methanol are added, then the mixture is stirred for 2 hours at room temperature and concentrated. The residue is dissolved in methanol, filtered through a hard filter, concentrated and evaporated with acetonitrile. The product is stirred with hot acetonitrile, filtered by suction at room temperature and... The reactants are CO, NC(=O)n1ncc(-c2ccc(Cc3ccc4c(c3)OCO4)cc2)c1N, [Na+], [OH-]. The product is Nc1n[nH]cc1-c1ccc(Cc2ccc3c(c2)OCO3)cc1. As a reaction SMILES: [CH3:28][OH:29].[NH2:1][c:2]1[n:3]([C:23](=[O:24])[NH2:25])[n:4][cH:5][c:6]1-[c:7]1[cH:8][cH:9][c:10]([CH2:13][c:14]2[cH:15][c:16]3[c:17]([cH:18][cH:19]2)[O:20][CH2:21][O:22]3)[cH:11][cH:12]1.[Na+:27].[OH-:26]>>[NH2:1][c:2]1[n:3][nH:4][cH:5][c:6]1-[c:7]1[cH:8][cH:9][c:10]([CH2:13][c:14]2[cH:15][c:16]3[c:17]([cH:18][cH:19]2)[O:20][CH2:21][O:22]3)[cH:11][cH:12]1. The reactants are solution, Cl[Sn]Cl.O (SnCl2.H2O), Cl (HCl), [N+](=O)([O-])C=1C(=NC=CC1)N1N=CC=C1 (3-nitro-2-(pyrazol-1-yl)pyridine). Run in C(C)O (ethanol). The product is NC=1C(=NC=CC1)N1N=CC=C1 (3-amino-2-(pyrazol-1-yl)pyridine). The yield is 63.1%. As a reaction SMILES: [N+:1]([C:4]1[C:5]([N:10]2[CH:14]=[CH:13][CH:12]=[N:11]2)=[N:6][CH:7]=[CH:8][CH:9]=1)([O-])=O.Cl[Sn]Cl.O.Cl>C(O)C>[NH2:1][C:4]1[C:5]([N:10]2[CH:14]=[CH:13][CH:12]=[N:11]2)=[N:6][CH:7]=[CH:8][CH:9]=1 |f:1.2|. Reported procedure: To a suspension of 3-nitro-2-(pyrazol-1-yl)pyridine (670 mg, 3.72 mmol) in ethanol (10 mL) was added a 1M solution of SnCl2.H2O in 6N aqueous HCl (14.5 mL, 14.5 mmol). The mixture was heated at reflux for 10 min, and the solvent was removed with a rotary evaporator. 10% aqueous sodium hydroxide solution was added until most of the material dissolved, and the mixture was extracted with dichloromethane. The organic extracts were dried over sodium sulfate and concentrated to afford 376 mg (68%) of ... The product is CN(CCC(C=1SC=CC1)OC1=CC=CC2=CC=CC=C12)C ((±)-N,N-dimethyl-3-(1-naphthalenyloxy)-3-(2-thienyl)propanamine). Reactants: C1(=CC=C(C=C1)C(=O)[C@]([C@](C(=O)O)(O)C(=O)C1=CC=C(C=C1)C)(O)C(=O)O)C (Di-para-toluoyl-L-tartaric acid), CN(CC[C@@H](C=1SC=CC1)OC1=CC=CC2=CC=CC=C12)C ((S)-(+)-N,N-dimethyl-3-(1-naphthalenyloxy)-3-(2-thienyl)propanamine), ( S )-isomer, formula 4, CN(CC[C@H](C=1SC=CC1)OC1=CC=CC2=CC=CC=C12)C ((R)-(−)-N,N-dimethyl-3-(1-naphthalenyloxy)-3-(2-thienyl)propanamine). RXN SMILES: C1(C)C=CC(C([C@@](C(O)=O)(O)[C@@](C(C2C=CC(C)=CC=2)=O)(O)C(O)=O)=O)=CC=1.[CH3:29][N:30]([CH3:50])[CH2:31][CH2:32][C@H:33]([O:39][C:40]1[C:49]2[C:44](=[CH:45][CH:46]=[CH:47][CH:48]=2)[CH:43]=[CH:42][CH:41]=1)[C:34]1[S:35][CH:36]=[CH:37][CH:38]=1.CN(C)CC[C@@H](OC1C2C(=CC=CC=2)C=CC=1)C1SC=CC=1>>[CH3:50][N:30]([CH3:29])[CH2:31][CH2:32][CH:33]([O:39][C:40]1[C:49]2[C:44](=[CH:45][CH:46]=[CH:47][CH:48]=2)[CH:43]=[CH:42][CH:41]=1)[C:34]1[S:35][CH:36]=[CH:37][CH:38]=1. Procedure: Di-para-toluoyl-L-tartaric acid works as an efficient resolving agent for preparation of (S)-isomer of compound of formula 4, for example, (S)-(+)-N,N-dimethyl-3-(1-naphthalenyloxy)-3-(2-thienyl)propanamine. The R-isomer enriched mother liquor containing (R)-(−)-N,N-dimethyl-3-(1-naphthalenyloxy)-3-(2-thienyl)propanamine can be racemized to obtain (±)-N,N-dimethyl-3-(1-naphthalenyloxy)-3-(2-thienyl)propanamine by treatment with a base, which can be further recycled and subjected to resolution pr... Reactants: [BH3-]C#N.[Na+] (NaBH3CN), C(C)(C)(C)OC(=O)NC1=C(C(=O)NCC(=O)NCC2CCNCC2)C=C(C(=C1)F)F (4-[{N-(2-(tert-butoxycarbonylamino)-4,5-difluorobenzoyl)glycyl}aminomethyl]piperidine), BrC=1C=CC(=C(C=O)C1)OCC (5-bromo-2-ethoxybenzaldehyde), C(C)(=O)O (acetic acid). Run in CO (methanol), CO (methanol). Conditions: temperature 50 celsius, time 13 hour. The product is BrC=1C=CC(=C(CN2CCCCC2)C1)OCC (1-(5-bromo-2-ethoxybenzyl)piperidine). Reaction SMILES: C(OC(NC1C=C(F)C(F)=CC=1C(NCC(NC[CH:19]1[CH2:24][CH2:23][NH:22][CH2:21][CH2:20]1)=O)=O)=O)(C)(C)C.[Br:31][C:32]1[CH:33]=[CH:34][C:35]([O:40][CH2:41][CH3:42])=[C:36]([CH:39]=1)[CH:37]=O.C(O)(=O)C.[BH3-]C#N.[Na+]>CO>[Br:31][C:32]1[CH:33]=[CH:34][C:35]([O:40][CH2:41][CH3:42])=[C:36]([CH:39]=1)[CH2:37][N:22]1[CH2:23][CH2:24][CH2:19][CH2:20][CH2:21]1 |f:3.4|. Procedure: To a mixture of 4-[{N-(2-(tert-butoxycarbonylamino)-4,5-difluorobenzoyl)glycyl}aminomethyl]piperidine (0.050 mmol), 5-bromo-2-ethoxybenzaldehyde (0.15 mmol), methanol (1.2 mL), and acetic acid (0.030 mL) was added NaBH3CN (0.25 mmol) in methanol (0.50 mL). The reaction mixture was stirred at 50° C. for 13 h. The mixture was cooled to room temperature, loaded onto Varian™ SCX column, and washed with CH3OH (5 mL×3). Product was eluted off using 2 N NH3 in CH3OH (5 mL) and concentrated. To the resu... Reactants: CCOC(=O)COc1ccc(S)cc1C(F)(F)F, C1CCOC1, CCOC(=O)N=NC(=O)OCC, c1ccc(P(c2ccccc2)c2ccccc2)cc1, OCC=C(c1ccco1)c1ccco1. Product: CCOC(=O)COc1ccc(SCC=C(c2ccco2)c2ccco2)cc1C(F)(F)F. Reaction SMILES: [CH2:46]([CH3:47])[O:48][C:49]([CH2:50][O:51][c:52]1[c:53]([C:59]([F:60])([F:61])[F:62])[cH:54][c:55]([SH:58])[cH:56][cH:57]1)=[O:63].[CH2:64]1[O:65][CH2:66][CH2:67][CH2:68]1.[O:34]=[C:35]([O:36][CH2:37][CH3:38])[N:39]=[N:40][C:41]([O:42][CH2:43][CH3:44])=[O:45].[c:15]1([P:16]([c:17]2[cH:18][cH:19][cH:20][cH:21][cH:22]2)[c:23]2[cH:24][cH:25][cH:26][cH:27][cH:28]2)[cH:29][cH:30][cH:31][cH:32][cH:33]1.[o:1]1[c:2]([C:6](=[CH:7][CH2:8][OH:9])[c:10]2[o:11][cH:12][cH:13][cH:14]2)[cH:3][cH:4][cH:5]1>>[o:1]1[c:2]([C:6](=[CH:7][CH2:8][S:58][c:55]2[cH:54][c:53]([C:59]([F:60])([F:61])[F:62])[c:52]([O:51][CH2:50][C:49]([O:48][CH2:46][CH3:47])=[O:63])[cH:57][cH:56]2)[c:10]2[o:11][cH:12][cH:13][cH:14]2)[cH:3][cH:4][cH:5]1. Starting materials: N#Cc1ccc(Br)nc1, CC(N)C1CCN(Cc2ccccc2)CC1c1ccc(Cl)cc1, CN(C)C=O. Yields the product CC(Nc1ccc(C#N)cn1)C1CCN(Cc2ccccc2)CC1c1ccc(Cl)cc1. As a reaction SMILES: [Br:24][c:25]1[n:26][cH:27][c:28]([C:31]#[N:32])[cH:29][cH:30]1.[CH2:1]([c:2]1[cH:3][cH:4][cH:5][cH:6][cH:7]1)[N:8]1[CH2:9][CH:10]([c:17]2[cH:18][cH:19][c:20]([Cl:23])[cH:21][cH:22]2)[CH:11]([CH:14]([CH3:15])[NH2:16])[CH2:12][CH2:13]1.[O:33]=[CH:34][N:35]([CH3:36])[CH3:37]>>[CH2:1]([c:2]1[cH:3][cH:4][cH:5][cH:6][cH:7]1)[N:8]1[CH2:9][CH:10]([c:17]2[cH:18][cH:19][c:20]([Cl:23])[cH:21][cH:22]2)[CH:11]([CH:14]([CH3:15])[NH:16][c:25]2[n:26][cH:27][c:28]([C:31]#[N:32])[cH:29][cH:30]2)[CH2:12][CH2:13]1.